Dataset: the Open Reaction Database (ORD), a public repository of structured organic reaction records. Task: describe an organic reaction: reactants, conditions, products, and yield The reactants are NC=1C(NC=C(C1SC1=CC(=CC(=C1)C)C)C)=O (3-amino-5-methyl-4-(3', 5'-dimethylphenyl) thio-pyridin-2(1H)-one), C([O-])([O-])=O.[Na+].[Na+] (sodium carbonate), stannous chloride dihydrate, C(C)C=1C(=C(C(NC1)=O)[N+](=O)[O-])SC1=CC(=CC(=C1)C)C (5-ethyl-3-nitro-4-(3', 5'-dimethylphenyl)thio-pyridin-2(1H)-one). Run in C(C)(=O)OCC (ethyl acetate). Run at temperature 70 celsius. The product is NC=1C(NC=C(C1SC1=CC(=CC(=C1)C)C)CC)=O (3-amino-5-ethyl-4-(3', 5'-dimethylphenyl) thio-pyridin-2(1H)-one). Yield: 64.2%. As a reaction SMILES: NC1C(=O)NC=C(C)C=1SC1C=C(C)C=C(C)C=1.[CH2:19]([C:21]1[C:22]([S:31][C:32]2[CH:37]=[C:36]([CH3:38])[CH:35]=[C:34]([CH3:39])[CH:33]=2)=[C:23]([N+:28]([O-])=O)[C:24](=[O:27])[NH:25][CH:26]=1)[CH3:20].C(=O)([O-])[O-].[Na+].[Na+]>C(OCC)(=O)C>[NH2:28][C:23]1[C:24](=[O:27])[NH:25][CH:26]=[C:21]([CH2:19][CH3:20])[C:22]=1[S:31][C:32]1[CH:37]=[C:36]([CH3:38])[CH:35]=[C:34]([CH3:39])[CH:33]=1 |f:2.3.4|. Procedure: As described for compound 8a in example 17, stannous chloride dihydrate (6.67 g, 29.6 mmoles) was added to a suspension of compound 7b (1.80 g, 5.9 mmoles) in ethyl acetate (100 ml). The mixture was heated at 70° C. under an argon atmosphere for 1 hour. After cooling to 0° C., the solution was neutralised with a saturated solution of sodium carbonate (90 ml). The precipitate was removed by filtration. The filtered phases were separated and the aqueous phase was extracted with dichloromethane. Th... Starting materials: O=C(O)c1ccnc(C(F)(F)F)c1, COc1ccc(N)cc1. Reagents/catalysts: C1CCC(CC1)N=C=NC2CCCCC2 (DCC), CN1CCOCC1 (NMM), C1CC(=O)N(C1=O)O (N-Hydroxysuccinimide). Solvent: CN(C)C=O (DMF), CN(C)C=O (DMF), CN(C)C=O (DMF), CN(C)C=O (DMF), CN(C)C=O (DMF), CN(C)C=O (DMF). Reaction conditions: temperature 25 celsius, time 2 hour. The product is COc1ccc(NC(=O)c2ccnc(C(F)(F)F)c2)cc1. The yield is 41.6%. RXN SMILES: COc1ccc(N)cc1.O=C(O)c1ccnc(C(F)(F)F)c1.C1CCC(CC1)N=C=NC2CCCCC2.C1CC(=O)N(C1=O)O.CN1CCOCC1.CN(C)C=O>>COc1ccc(NC(=O)c2ccnc(C(F)(F)F)c2)cc1. Reactants: C(Cl)Cl (DCM), C1(CC1)C1=CC(=NN1)NC1=NC(=C(C#N)C(=C1F)I)N[C@@H](C)C1=CC=C(C=C1)F ((S)-6-(5-cyclopropyl-1H-pyrazol-3-ylamino)-5-fluoro-2-(1-(4-fluorophenyl)ethylamino)-4-iodonicotinonitrile), CCN(C(C)C)C(C)C (DIEA), C(C)(C)N (isopropylamine). Solvent: CCCCO (n-BuOH). Conditions: temperature 185 celsius. Product: C1(CC1)C1=CC(=NN1)NC1=NC(=C(C#N)C(=C1F)NC(C)C)N[C@@H](C)C1=CC=C(C=C1)F ((S)-6-(5-Cyclopropyl-1H-pyrazol-3-ylamino)-5-fluoro-2-(1-(4-fluorophenyl)ethylamino)-4-(isopropylamino)nicotinonitrile). Yield: 50.6%. Reaction SMILES: [CH:1]1([C:4]2[NH:8][N:7]=[C:6]([NH:9][C:10]3[C:17]([F:18])=[C:16](I)[C:13]([C:14]#[N:15])=[C:12]([NH:20][C@H:21]([C:23]4[CH:28]=[CH:27][C:26]([F:29])=[CH:25][CH:24]=4)[CH3:22])[N:11]=3)[CH:5]=2)[CH2:3][CH2:2]1.CC[N:32](C(C)C)[CH:33]([CH3:35])[CH3:34].C(N)(C)C.C(Cl)Cl>CCCCO>[CH:1]1([C:4]2[NH:8][N:7]=[C:6]([NH:9][C:10]3[C:17]([F:18])=[C:16]([NH:32][CH:33]([CH3:35])[CH3:34])[C:13]([C:14]#[N:15])=[C:12]([NH:20][C@H:21]([C:23]4[CH:28]=[CH:27][C:26]([F:29])=[CH:25][CH:24]=4)[CH3:22])[N:11]=3)[CH:5]=2)[CH2:3][CH2:2]1. Reported procedure: To a solution of (S)-6-(5-cyclopropyl-1H-pyrazol-3-ylamino)-5-fluoro-2-(1-(4-fluorophenyl)ethylamino)-4-iodonicotinonitrile (Example 134, 0.07 g, 0.14 mmol) and DIEA (0.023 g, 0.18 mol) in n-BuOH (1.5 ml) was added isopropylamine (0.16 g, 2.7 mmol). The reaction was then heated to 185° C. under microwave conditions (1 hour×4 cycles). The reaction was then cooled to room temperature, DCM (10 ml) was added, and washed with 10% aqueous Na2S2O3. The organic layer was then dried over Na2SO4, filtered... Reactants: COC1=CC=C(C=N1)NC(OC(C)(C)C)=O (tert-butyl 6-methoxypyridin-3-ylcarbamate), CI (methyl iodide). Solvent: CO (MeOH). Product: CN1C=C(C=CC1=O)NC(OC(C)(C)C)=O (tert-butyl 1-methyl-6-oxo-1,6-dihydropyridin-3-ylcarbamate). As a reaction SMILES: C[O:2][C:3]1[N:8]=[CH:7][C:6]([NH:9][C:10](=[O:16])[O:11][C:12]([CH3:15])([CH3:14])[CH3:13])=[CH:5][CH:4]=1.[CH3:17]I>CO>[CH3:17][N:8]1[C:3](=[O:2])[CH:4]=[CH:5][C:6]([NH:9][C:10](=[O:16])[O:11][C:12]([CH3:15])([CH3:14])[CH3:13])=[CH:7]1. Reported procedure: To a stirred solution of tert-butyl 6-methoxypyridin-3-ylcarbamate (14.4 g, 64.2 mmol) in MeOH (95 mL) was added methyl iodide (14.6 g, 103 mmol). The reaction mixture was heated at reflux for 16 h, cooled to RT and concentrated down. The residue was purified by silica gel chromatography to give the title compound.